describe an organic reaction: reactants, conditions, products, and yield From a dataset of the Open Reaction Database (ORD), a public repository of structured organic reaction records. The reactants are C(C)(C)(C)OC(=O)N1C(CCCC1)CCOC1=C(C(NC2=CC(=C(C=C12)I)Cl)=O)C1=CC(=CC(=C1)C)C (2-{2-[7-chloro-3-(3,5-dimethylphenyl)-6-iodo-2-oxo -1,2-dihydroquinolin-4-yloxy]-ethyl}-piperidine-1-carboxylic acid tert-butyl ester), NC1=NC=NC=C1 (4-aminopyrimidine), CN(C=O)C (N,N-dimethylformamide). The reagents and catalysts are Cl[Pd]([P](C1=CC=CC=C1)(C2=CC=CC=C2)C3=CC=CC=C3)([P](C4=CC=CC=C4)(C5=CC=CC=C5)C6=CC=CC=C6)Cl (dichlorobis(triphenylphosphine)palladium(II)). The solvent is C(C)N(CC)CC (triethylamine). Reaction conditions: temperature 90 celsius, time 16 hour. Yields the product C(C)(C)(C)OC(=O)N1C(CCCC1)CCOC1=C(C(NC2=CC(=C(C=C12)C(NC1=NC=NC=C1)=O)Cl)=O)C1=CC(=CC(=C1)C)C (2-{2-[7-chloro-3-(3,5-dimethylphenyl)-2-oxo-6-(pyrimidin-4-ylcarbamoyl)-1,2-dihydroquinolin-4-yloxy]-ethyl}-piperidine-1-carboxylic acid tert-butyl ester). As a reaction SMILES: [C:1]([O:5][C:6]([N:8]1[CH2:13][CH2:12][CH2:11][CH2:10][CH:9]1[CH2:14][CH2:15][O:16][C:17]1[C:26]2[C:21](=[CH:22][C:23]([Cl:28])=[C:24](I)[CH:25]=2)[NH:20][C:19](=[O:29])[C:18]=1[C:30]1[CH:35]=[C:34]([CH3:36])[CH:33]=[C:32]([CH3:37])[CH:31]=1)=[O:7])([CH3:4])([CH3:3])[CH3:2].[NH2:38][C:39]1[CH:44]=[CH:43][N:42]=[CH:41][N:40]=1.CN(C)[CH:47]=[O:48]>C(N(CC)CC)C.Cl[Pd](Cl)([P](C1C=CC=CC=1)(C1C=CC=CC=1)C1C=CC=CC=1)[P](C1C=CC=CC=1)(C1C=CC=CC=1)C1C=CC=CC=1>[C:1]([O:5][C:6]([N:8]1[CH2:13][CH2:12][CH2:11][CH2:10][CH:9]1[CH2:14][CH2:15][O:16][C:17]1[C:26]2[C:21](=[CH:22][C:23]([Cl:28])=[C:24]([C:47](=[O:48])[NH:38][C:39]3[CH:44]=[CH:43][N:42]=[CH:41][N:40]=3)[CH:25]=2)[NH:20][C:19](=[O:29])[C:18]=1[C:30]1[CH:35]=[C:34]([CH3:36])[CH:33]=[C:32]([CH3:37])[CH:31]=1)=[O:7])([CH3:4])([CH3:3])[CH3:2] |^1:59,78|. Procedure details: To a suspension of 2-{2-[7-chloro-3-(3,5-dimethylphenyl)-6-iodo-2-oxo -1,2-dihydroquinolin-4-yloxy]-ethyl}-piperidine-1-carboxylic acid tert-butyl ester (0.10 g in a mixture of 1 mL N,N-dimethylformamide and 0.04 mL triethylamine) was added 75 mg of 4-aminopyrimidine followed by 0.8 mg dichlorobis(triphenylphosphine)palladium(II) and the flask flushed (5×) with carbon monoxide. The mixture was then heated to 90° C. on an oil bath under a carbon monoxide atmosphere. After 16 hours, the mixture wa... The solvent is O1CCCC=C1 (3,4-dihydro-2H-pyran). Starting materials: C\C(=C/CO)\CC\C=C(/CCC=C(C)C)\C ((2E,6Z)-3,7,11-trimethyl-2,6,10-dodecatrien-1-ol), C1(=CC=C(C=C1)S(=O)(=O)O)C (p-toluenesulfonic acid), O (water). Reported procedure: A solution of 1 g (0.0045 mol) of (2E,6Z)-3,7,11-trimethyl-2,6,10-dodecatrien-1-ol in 32 ml of 3,4-dihydro-2H-pyran is treated at 0° with 91 mg of p-toluenesulfonic acid. The solution is stirred at the same temperature for 2 hours under argon. After the addition of 100 ml of water the mixture is extracted with ether. The organic phase is washed with sodium carbonate solution. After drying and removing the solvent the residue is chromatographed on silica gel with ether-hexane 1:1. There is obtain... Conditions: time 2 hour. Reaction SMILES: [CH3:1]/[C:2](/[CH2:6][CH2:7]/[CH:8]=[C:9](/[CH3:16])\[CH2:10][CH2:11][CH:12]=[C:13]([CH3:15])[CH3:14])=[CH:3]\[CH2:4][OH:5].[C:17]1(C)C=[CH:21][C:20](S(O)(=O)=O)=[CH:19][CH:18]=1.[OH2:28]>O1C=CCCC1>[CH3:1]/[C:2](/[CH2:6][CH2:7]/[CH:8]=[C:9](/[CH3:16])\[CH2:10][CH2:11][CH:12]=[C:13]([CH3:15])[CH3:14])=[CH:3]\[CH2:4][O:5][CH:21]1[CH2:20][CH2:19][CH2:18][CH2:17][O:28]1. Yields the product C\C(=C/COC1OCCCC1)\CC\C=C(/CCC=C(C)C)\C (tetrahyro-2-[[(2E,6Z)-3,7,11-trimethyl-2,6,10-dodecatrienyl]oxy]-2H-pyran). Reaction conditions: time 30 minute. Procedure details: A 500-mL two-neck flask was charged with 5-bromo-N-(2,4-dimethoxybenzyl)-N-(1,2,4-thiadiazol-5-yl)naphthalene-2-sulfonamide (Intermediate D; 10 g, 19.22 mmol), palladium (ii) acetate (0.216 g, 0.961 mmol), and Xantphos (1.112 g, 1.922 mmol). Triethylamine (77 ml, 19.22 mmol), toluene (48.0 ml), and methanol (15.55 ml, 384 mmol) were added, and the reaction was fitted with a reflux condensor. The reaction was evacuated and back-filled with carbon monoxide three times, then the reaction was heated... RXN SMILES: COC1C=C(OC)C=CC=1C[N:6]([C:24]1[S:28][N:27]=[CH:26][N:25]=1)[S:7]([C:10]1[CH:11]=[C:12]2[C:17](=[CH:18][CH:19]=1)[C:16]([C:20]([O:22][CH3:23])=[O:21])=[CH:15][CH:14]=[CH:13]2)(=[O:9])=[O:8].C(O)(C(F)(F)F)=O>C(Cl)Cl>[S:28]1[C:24]([NH:6][S:7]([C:10]2[CH:11]=[C:12]3[C:17](=[CH:18][CH:19]=2)[C:16]([C:20]([O:22][CH3:23])=[O:21])=[CH:15][CH:14]=[CH:13]3)(=[O:9])=[O:8])=[N:25][CH:26]=[N:27]1. Run in C(Cl)Cl (DCM). Product: S1N=CN=C1NS(=O)(=O)C=1C=C2C=CC=C(C2=CC1)C(=O)OC (methyl 6-(N-(1,2,4-thiadiazol-5-yl)sulfamoyl)-1-naphthoate). Starting materials: COC1=C(CN(S(=O)(=O)C=2C=C3C=CC=C(C3=CC2)C(=O)OC)C2=NC=NS2)C=CC(=C1)OC (methyl 6-(N-(2,4-dimethoxybenzyl)-N-(1,2,4-thiadiazol-5-yl)sulfamoyl)-1-naphthoate), C(=O)(C(F)(F)F)O (TFA). Reactants: C([O-])(O)=O.[Na+] (sodium bicarbonate), ClC=1C=C2C(=NC(=NC2=CC1)NCCO)C1=CC=CC=C1 (6-chloro-2-(2-hydroxyethylamino)-4-phenylquinazoline), C(C)(=S)O (thioacetic acid), C1(=CC=CC=C1)P(C1=CC=CC=C1)C1=CC=CC=C1 (triphenylphosphine), solution, C(C)(C)N=C=NC(C)C (diisopropylcarbodiimide). Solvent: O (water), C1CCOC1 (THF), C1CCOC1 (THF), C1(=CC=CC=C1)C (toluene). Reaction conditions: time 20 minute. The product is C(C)(=O)SCCNC1=NC2=CC=C(C=C2C(=N1)C1=CC=CC=C1)Cl (2-(2-acetylthioethylamino)-6-chloro-4-phenylquinazoline). Yield: 85.3%. Reaction SMILES: C1(P(C2C=CC=CC=2)C2C=CC=CC=2)C=CC=CC=1.C(N=C=NC(C)C)(C)C.[Cl:29][C:30]1[CH:31]=[C:32]2[C:37](=[CH:38][CH:39]=1)[N:36]=[C:35]([NH:40][CH2:41][CH2:42]O)[N:34]=[C:33]2[C:44]1[CH:49]=[CH:48][CH:47]=[CH:46][CH:45]=1.[C:50]([OH:53])(=[S:52])[CH3:51].C(=O)(O)[O-].[Na+]>C1COCC1.C1(C)C=CC=CC=1.O>[C:50]([S:52][CH2:42][CH2:41][NH:40][C:35]1[N:34]=[C:33]([C:44]2[CH:45]=[CH:46][CH:47]=[CH:48][CH:49]=2)[C:32]2[C:37](=[CH:38][CH:39]=[C:30]([Cl:29])[CH:31]=2)[N:36]=1)(=[O:53])[CH3:51] |f:4.5|. Procedure details: To a solution of 292 mg of triphenylphosphine in dehydrated THF (3 ml) was added dropwise 563 mg of a 40% solution of diisopropylcarbodiimide in toluene under ice cooling, followed by stirring for 20 minutes. To the resulting suspension was added dropwise a solution of 167 mg of 6-chloro-2-(2-hydroxyethylamino)-4-phenylquinazoline (compound No. Ic3-1) in dehydrated THF (2 ml) under ice cooling, and immediately 127 mg of thioacetic acid was added dropwise. The resulting yellow clear solution was ... Starting materials: CCCCN, CCO, CCOC(=O)c1ccc(-c2ccc(OCCCI)c(-c3ccc4c(c3)C(C)(C)CCC4(C)C)c2)cc1. The product is CCCCNCCCOc1ccc(-c2ccc(C(=O)OCC)cc2)cc1-c1ccc2c(c1)C(C)(C)CCC2(C)C. RXN SMILES: [CH2:1]([CH2:2][CH2:3][CH3:4])[NH2:5].[CH3:42][CH2:43][OH:44].[I:6][CH2:7][CH2:8][CH2:9][O:10][c:11]1[c:12](-[c:28]2[cH:29][c:30]3[c:35]([cH:36][cH:37]2)[C:34]([CH3:38])([CH3:39])[CH2:33][CH2:32][C:31]3([CH3:40])[CH3:41])[cH:13][c:14](-[c:17]2[cH:18][cH:19][c:20]([C:23](=[O:24])[O:25][CH2:26][CH3:27])[cH:21][cH:22]2)[cH:15][cH:16]1>>[CH2:1]([CH2:2][CH2:3][CH3:4])[NH:5][CH2:7][CH2:8][CH2:9][O:10][c:11]1[c:12](-[c:28]2[cH:29][c:30]3[c:35]([cH:36][cH:37]2)[C:34]([CH3:38])([CH3:39])[CH2:33][CH2:32][C:31]3([CH3:40])[CH3:41])[cH:13][c:14](-[c:17]2[cH:18][cH:19][c:20]([C:23](=[O:24])[O:25][CH2:26][CH3:27])[cH:21][cH:22]2)[cH:15][cH:16]1. Starting materials: CC1(C)C2CCC1(CS(=O)(=O)O)C(=O)C2, CCO, O=C(Cc1ccc(F)cc1)N=C=S, CN(C)CCN1CCC(N(C)C(=O)Nc2cc(Oc3ccc(N)cc3)ncn2)CC1. Yields the product CN(C)CCN1CCC(N(C)C(=O)Nc2cc(Oc3ccc(NC(=S)NC(=O)Cc4ccc(F)cc4)cc3)ncn2)CC1. Reaction SMILES: [C:1]12([CH2:2][S:3]([OH:4])(=[O:5])=[O:6])[C:7]([CH3:8])([CH3:9])[CH:10]([CH2:11][CH2:12]1)[CH2:13][C:14]2=[O:15].[CH3:59][CH2:60][OH:61].[F:46][c:47]1[cH:48][cH:49][c:50]([CH2:53][C:54](=[O:55])[N:56]=[C:57]=[S:58])[cH:51][cH:52]1.[NH2:16][c:17]1[cH:18][cH:19][c:20]([O:21][c:22]2[cH:23][c:24]([NH:28][C:29]([N:30]([CH3:31])[CH:32]3[CH2:33][CH2:34][N:35]([CH2:38][CH2:39][N:40]([CH3:41])[CH3:42])[CH2:36][CH2:37]3)=[O:43])[n:25][cH:26][n:27]2)[cH:44][cH:45]1>>[NH:16]([c:17]1[cH:18][cH:19][c:20]([O:21][c:22]2[cH:23][c:24]([NH:28][C:29]([N:30]([CH3:31])[CH:32]3[CH2:33][CH2:34][N:35]([CH2:38][CH2:39][N:40]([CH3:41])[CH3:42])[CH2:36][CH2:37]3)=[O:43])[n:25][cH:26][n:27]2)[cH:44][cH:45]1)[C:57]([NH:56][C:54]([CH2:53][c:50]1[cH:49][cH:48][c:47]([F:46])[cH:52][cH:51]1)=[O:55])=[S:58]. Run in ClCCl (dichloromethane), ClCCl (dichloromethane), ClCCl (dichloromethane). As a reaction SMILES: S(Cl)(Cl)(=O)=O.CS[S:8][CH3:9].CSCl.[CH3:13][N:14]1[C@H:28]2[C@@H:18]([C:19]3[CH:20]=[CH:21][CH:22]=[C:23]4[C:29]=3[C:26]([CH2:27]2)=[CH:25][NH:24]4)[CH:17]=[C:16]([CH3:30])[CH2:15]1.N>ClCCl>[CH3:13][N:14]1[C@H:28]2[C@@H:18]([C:19]3[CH:20]=[CH:21][CH:22]=[C:23]4[C:29]=3[C:26]([CH2:27]2)=[C:25]([S:8][CH3:9])[NH:24]4)[CH:17]=[C:16]([CH3:30])[CH2:15]1. Yields the product CN1CC(=C[C@@H]2C=3C=CC=C4NC(=C(C[C@@H]12)C34)SC)C (8,9-Didehydro-6,8-dimethyl-2-methylthioergoline). Conditions: time 8 hour. Procedure details: A solution of sulphuryl chloride (0.74 g,) in dichloromethane (15 ml) was added dropwise over 15 minutes at -20° C. to a stirred solution of dimethyl disulphide (0.46 g), in dichloromethane (15 ml). After allowing it to reach room temperature the solution of methyl sulphenyl chloride was added dropwise to a suspension of 8,9-didehydro-6,8-dimethylergoline (2.4 g) in dichloromethane (150 ml) at -70° C. The reaction mixture was stirred and allowed to reach room temperature overnight. Cold ammonia ... Reactants: CN1CC(=C[C@@H]2C=3C=CC=C4NC=C(C[C@@H]12)C34)C (8,9-didehydro-6,8-dimethylergoline), S(=O)(=O)(Cl)Cl (sulphuryl chloride), CSSC (dimethyl disulphide), N (ammonia), CSCl (methyl sulphenyl chloride).